This data is from the Open Reaction Database (ORD), a public repository of structured organic reaction records. The task is: describe an organic reaction: reactants, conditions, products, and yield The reactants are CC(C)N, CCO, c1ccc(C2COc3cc(OCC4CO4)ccc3C2)cc1. The product is CC(C)NCC(O)COc1ccc2c(c1)OCC(c1ccccc1)C2. Reaction SMILES: [CH3:22][CH:23]([CH3:24])[NH2:25].[CH3:26][CH2:27][OH:28].[O:1]1[CH2:2][CH:3]1[CH2:4][O:5][c:6]1[cH:7][c:8]2[c:9]([cH:20][cH:21]1)[CH2:10][CH:11]([c:14]1[cH:15][cH:16][cH:17][cH:18][cH:19]1)[CH2:12][O:13]2>>[OH:1][CH:3]([CH2:2][NH:25][CH:23]([CH3:22])[CH3:24])[CH2:4][O:5][c:6]1[cH:7][c:8]2[c:9]([cH:20][cH:21]1)[CH2:10][CH:11]([c:14]1[cH:15][cH:16][cH:17][cH:18][cH:19]1)[CH2:12][O:13]2.